This data is from the Open Reaction Database (ORD), a public repository of structured organic reaction records. The task is: describe an organic reaction: reactants, conditions, products, and yield The product is Cl.NN=CCC=1C=C(C(=O)OC)C=CC1 (methyl 3-[(aminoiminomethyl)methyl]benzoate hydrochloride). Reactants: CCO (EtOH), N (ammonia), C(#N)CC=1C=C(C(=O)OC)C=CC1 (methyl 3-(cyanomethyl)benzoate), Cl (HCl). Solvent: C(Cl)Cl (CH2Cl2), CO (methanol). As a reaction SMILES: [C:1]([CH2:3][C:4]1[CH:5]=[C:6]([CH:11]=[CH:12][CH:13]=1)[C:7]([O:9][CH3:10])=[O:8])#[N:2].CCO.[ClH:17].[NH3:18]>C(Cl)Cl.CO>[ClH:17].[NH2:18][N:2]=[CH:1][CH2:3][C:4]1[CH:5]=[C:6]([CH:11]=[CH:12][CH:13]=1)[C:7]([O:9][CH3:10])=[O:8] |f:6.7|. Conditions: temperature 0 celsius, time 6 day. Reported procedure: A sample of methyl 3-(cyanomethyl)benzoate (1.87 g, 0.011 mol) was dissolved in anhydrous CH2Cl2 (100 mL) containing absolute EtOH (15 mL). The mixture was cooled to 0° C. and a stream of HCl gas passed through the solution for 10 min. The mixture was then refrigerated for 6 days. The mixture was transferred to a 500-mL flask and concentrated in vacuo (0.05 mm Hg) at 0° C. to give a white solid. The solid material was dissolved in anhydrous methanol (200 mL) and anhydrous ammonia passed through ... Starting materials: OCC(CC=C)(CC=C)CO (4,4-bis(hydroxymethyl)-1,6-heptadiene), CC(=O)C (acetone), C(OC)(OC)OC (trimethyl orthoformate), resultant mixture. The reagents and catalysts are S(O)(O)(=O)=O (sulfuric acid). Yields the product C(C=C)C1(COC(OC1)(C)C)CC=C (5,5-diallyl-2,2-dimethyl-1,3-dioxane). RXN SMILES: [OH:1][CH2:2][C:3]([CH2:10][OH:11])([CH2:7][CH:8]=[CH2:9])[CH2:4][CH:5]=[CH2:6].C(OC)(OC)OC.[CH3:19][C:20]([CH3:22])=O>S(=O)(=O)(O)O>[CH2:4]([C:3]1([CH2:7][CH:8]=[CH2:9])[CH2:10][O:11][C:20]([CH3:22])([CH3:19])[O:1][CH2:2]1)[CH:5]=[CH2:6]. Reported procedure: There were put 15.2 g of 4,4-bis(hydroxymethyl)-1,6-heptadiene prepared above, 42.5 mL of trimethyl orthoformate manufactured by Tokyo Chemical Industry Co., Ltd., and 97 mL of dry acetone manufactured by Kanto Chemical Co., Inc. in a 200 mL round-bottom flask. To the resultant mixture, a few drops of concentrated sulfuric acid were added gradually, and the mixture was refluxed for 4 hours. The reaction mixture was extracted with ether, and the extract was washed with saturated aqueous sodium bi...